From a dataset of the Open Reaction Database (ORD), a public repository of structured organic reaction records. describe an organic reaction: reactants, conditions, products, and yield Starting materials: O (Water), ClC1=NC=C(C(=N1)NC(=S)NC(OCC)=O)OC (Ethyl [(2-chloro-5-methoxypyrimidin-4-yl)amino]-carbonothioylcarbamate), Cl.NO (hydroxylamine hydrochloride), C([O-])(O)=O.[Na+] (sodium bicarbonate). Reagents/catalysts: C([O-])([O-])=O.[Na+].[Na+] (sodium carbonate). Run in C(C)#N (acetonitrile). Run at time 8 hour. Product: ClC1=NC=C(C=2N1N=C(N2)N)OC (5-Chloro-8-methoxy[1,2,4]triazolo[1,5-c]pyrimidin-2-amine). Isolated yield 69.6%. RXN SMILES: [Cl:1][C:2]1[N:7]=[C:6]([NH:8][C:9]([NH:11]C(=O)OCC)=S)[C:5]([O:17][CH3:18])=[CH:4][N:3]=1.Cl.[NH2:20]O.C(=O)(O)[O-].[Na+].O>C(=O)([O-])[O-].[Na+].[Na+].C(#N)C>[Cl:1][C:2]1[N:7]2[N:11]=[C:9]([NH2:20])[N:8]=[C:6]2[C:5]([O:17][CH3:18])=[CH:4][N:3]=1 |f:1.2,3.4,6.7.8|. Reported procedure: Ethyl [(2-chloro-5-methoxypyrimidin-4-yl)amino]carbonothioylcarbamate (2) (290 mg, 1.0 mmol), hydroxylamine hydrochloride (143 mg, 2 eq), and sodium bicarbonate (170 mg, 2 eq) were combined. Water (5 mL) and acetonitrile (5 mL) were added at room temperature. The resulting slurry was stirred at room temperature overnight, then treated with 20 drops of saturated aqueous sodium carbonate solution. The resulting solution was sparged with nitrogen and cooled, producing the product as a chalky precip... Reactants: C1CCOC1, CCOC(=O)C1CCN(CCC(C)(C)C)CC1, [Li+], [OH-], O, O. Product: CC(C)(C)CCN1CCC(C(=O)O)CC1. As a reaction SMILES: [CH2:21]1[O:22][CH2:23][CH2:24][CH2:25]1.[CH2:4]([CH3:5])[O:6][C:7](=[O:8])[CH:9]1[CH2:10][CH2:11][N:12]([CH2:15][CH2:16][C:17]([CH3:18])([CH3:19])[CH3:20])[CH2:13][CH2:14]1.[Li+:3].[OH-:2].[OH2:1].[OH2:26]>>[O:6]=[C:7]([OH:8])[CH:9]1[CH2:10][CH2:11][N:12]([CH2:15][CH2:16][C:17]([CH3:18])([CH3:19])[CH3:20])[CH2:13][CH2:14]1. Reactants: N1CCOCC1 (morpholine), [BH3-]C#N.[Na+] (NaBH3CN), C(C)(C)(C)OC(NCC1=CC=C(C=C1)C=O)=O ((4-Formyl-benzyl)-carbamic acid tert-butyl ester), 15a. Run in CO (MeOH), C(C)(=O)O (acetic acid), C(=O)(O)[O-].[Na+] (NaHCO3). Conditions: time 1 hour. The product is C(C)(C)(C)OC(NCC1=CC=C(C=C1)CN1CCOCC1)=O ((4-morpholin-4-ylmethyl-benzyl)-carbamic acid tert-butyl ester), 15b. As a reaction SMILES: [C:1]([O:5][C:6](=[O:17])[NH:7][CH2:8][C:9]1[CH:14]=[CH:13][C:12]([CH:15]=O)=[CH:11][CH:10]=1)([CH3:4])([CH3:3])[CH3:2].[NH:18]1[CH2:23][CH2:22][O:21][CH2:20][CH2:19]1.[BH3-]C#N.[Na+]>CO.C(O)(=O)C.C([O-])(O)=O.[Na+]>[C:1]([O:5][C:6](=[O:17])[NH:7][CH2:8][C:9]1[CH:14]=[CH:13][C:12]([CH2:15][N:18]2[CH2:23][CH2:22][O:21][CH2:20][CH2:19]2)=[CH:11][CH:10]=1)([CH3:4])([CH3:3])[CH3:2] |f:2.3,6.7|. Reported procedure: (4-Formyl-benzyl)-carbamic acid tert-butyl ester Compound 15a (555 mg, 2.37 mmol, prepared as described in Far A R, Cho Y L, Rang A, Rudkewich D M, Rebek J, Tetrahedron, 2002, 58(4), 741-756) was added to a solution of morpholine (207 μL, 2.37 mmol) in MeOH (5 mL) and acetic acid (0.20 mL). The mixture was stirred for 1 hr and then 95% NaBH3CN (198 mg, 3.0 mmol) was added. The reaction was diluted after 2 hr with saturated NaHCO3 and extracted with EtOAc to provide (4-morpholin-4-ylmethyl-benzyl... Reactants: C(C1=CC=CC=C1)(=O)O (benzoic acid), [OH-].[K+] (potassium hydroxide). Solvent: O (water), O (water). The product is C(C1=CC=CC=C1)(=O)[O-].[K+] (potassium benzoate). As a reaction SMILES: [C:1]([OH:9])(=[O:8])[C:2]1[CH:7]=[CH:6][CH:5]=[CH:4][CH:3]=1.[OH-].[K+:11]>O>[C:1]([O-:9])(=[O:8])[C:2]1[CH:7]=[CH:6][CH:5]=[CH:4][CH:3]=1.[K+:11] |f:1.2,4.5|. Procedure: In a separate run, a mixture of 61 g (0.5 mole) benzoic acid and 34.6 g (0.52 mole) potassium hydroxide in 146 g of distilled water was stirred at 80°-85° C. under a stream of air until 115 g of water had evaporated. The resulting mixture was cooled to yield solid potassium benzoate which contained 34 weight percent water based on the total material weight. A portion of the solid was removed for slurry viscosity measurement, and the rest of the solid was filtered to remove excess water. The filt... Starting materials: C(C)O (ethanol), C(C)(C)(C)OC(CCN(C(C)C)C1=NC(=NC=C1N)Cl)=O (3-[(5-amino-2-chloro-pyrimidin-4-yl)-isopropyl-amino]-propanoic acid tert-butyl ester). Run in C(C)(=O)O (acetic acid). The product is ClC=1N=CC2=C(N(CCC(N2)=O)C(C)C)N1 (2-chloro-9-isopropyl-5,7,8,9-tetrahydro-pyrimido[4,5-b][1,4]diazepin-6-one). The yield is 79.4%. Reaction SMILES: C(O)C.C([O:8][C:9](=O)[CH2:10][CH2:11][N:12]([C:16]1[C:21]([NH2:22])=[CH:20][N:19]=[C:18]([Cl:23])[N:17]=1)[CH:13]([CH3:15])[CH3:14])(C)(C)C>C(O)(=O)C>[Cl:23][C:18]1[N:19]=[CH:20][C:21]2[NH:22][C:9](=[O:8])[CH2:10][CH2:11][N:12]([CH:13]([CH3:15])[CH3:14])[C:16]=2[N:17]=1. Procedure: A mixture of 50 mL of ethanol, 1 mL of acetic acid and 1.4 g of the 3-[(5-amino-2-chloro-pyrimidin-4-yl)-isopropyl-amino]-propanoic acid tert-butyl ester (V-43), prepared in the previous step, was heated at reflux overnight, and then concentrated under reduced pressure. The residue was taken up in dichloromethane and washed successively with 10% sodium bicarbonate solution, water and then dried over anhydrous sodium sulfate. The mixture was filtered and then concentrated under reduced pressure. ... Reactants: CC1=NC=2N(C=C1)C(=CN2)C=2C=C(C=CC2)OS(=O)(=O)C(F)(F)F (Trifluoromethanesulfonic acid 3-(7-methylimidazo[1,2-a]pyrimidin-3-yl)phenyl ester), FC1=C(C=CC=C1)B(O)O (2-fluorobenzene-boronic acid). Yields the product FC1=C(C=CC=C1)C1=CC(=CC=C1)C1=CN=C2N1C=CC(=N2)C (3-(2′-fluorobiphenyl-3-yl)-7-methylimidazo[1,2-a]pyrimidine). Yield: 122.4%. As a reaction SMILES: [CH3:1][C:2]1[CH:7]=[CH:6][N:5]2[C:8]([C:11]3[CH:12]=[C:13](OS(C(F)(F)F)(=O)=O)[CH:14]=[CH:15][CH:16]=3)=[CH:9][N:10]=[C:4]2[N:3]=1.[F:25][C:26]1[CH:31]=[CH:30][CH:29]=[CH:28][C:27]=1B(O)O>>[F:25][C:26]1[CH:31]=[CH:30][CH:29]=[CH:28][C:27]=1[C:13]1[CH:14]=[CH:15][CH:16]=[C:11]([C:8]2[N:5]3[CH:6]=[CH:7][C:2]([CH3:1])=[N:3][C:4]3=[N:10][CH:9]=2)[CH:12]=1. Procedure details: Trifluoromethanesulfonic acid 3-(7-methylimidazo[1,2-a]pyrimidin-3-yl)phenyl ester (0.1 g, 0.28 mmol) was coupled to 2-fluorobenzene-boronic acid (52 μl, 0.59 mmol) as described in Example 21 to give 3-(2′-fluorobiphenyl-3-yl)-7-methylimidazo[1,2-a]pyrimidine as a white solid (104 mg): δH (400 MHz, CDCl3) 2.67 (3H, s), 6.78 (1H, d, J 7), 7.17-7.28 (2H, m), 7.37 (1H, m), 7.46-7.54 (2H, m), 7.60 (2H, m), 7.71 (1H, s), 7.85 (1H, s), 8.56 (1H,: d, J 7); m/z (ES+) 304 (M++H). Reactants: C(C)(C)(C)OC(=O)NC1=NC(C2=CC=CC=C12)(C1=CC=C(C=C1)OC)C=1C=CC(=C(C1)C1=CC(=CC=C1)OC)OS(=O)(=O)C(F)(F)F (Trifluoro-methanesulfonic acid 5-[3-tert-butoxycarbonylamino-1-(4-methoxy-phenyl)-1H-isoindol-1-yl]-3′-methoxy-biphenyl-2-yl ester), P(=O)([O-])([O-])[O-].[K+].[K+].[K+] (potassium phosphate), COC=1C=C(C=CC1)B(O)O (3-methoxyphenylboronic acid), COCCOC.O.C(C)O (1,2-dimethoxyethane water ethanol), COC=1C=C(C=CC1)B(O)O (3-methoxyphenylboronic acid). Reagents/catalysts: Cl[Pd]([P](C1=CC=CC=C1)(C2=CC=CC=C2)C3=CC=CC=C3)([P](C4=CC=CC=C4)(C5=CC=CC=C5)C6=CC=CC=C6)Cl (dichlorobis(triphenylphosphine)palladium(II)), Cl[Pd]([P](C1=CC=CC=C1)(C2=CC=CC=C2)C3=CC=CC=C3)([P](C4=CC=CC=C4)(C5=CC=CC=C5)C6=CC=CC=C6)Cl (dichlorobis(triphenylphosphine)palladium(II)). The solvent is C(C)(=O)OCC (Ethyl acetate). Product: C(C)(C)(C)OC(NC1=NC(C2=CC=CC=C12)(C1=CC=C(C=C1)OC)C=1C=C(C(=CC1)O)C1=CC(=CC=C1)OC)=O ([3-(6-Hydroxy-3′-methoxy-biphenyl-3-yl)-3-(4-methoxy-phenyl)-3 H-isoindol-1-yl]-carbamic acid tert-butyl ester). Reaction SMILES: [C:1]([O:5][C:6]([NH:8][C:9]1[C:17]2[C:12](=[CH:13][CH:14]=[CH:15][CH:16]=2)[C:11]([C:26]2[CH:27]=[CH:28][C:29]([O:40]S(C(F)(F)F)(=O)=O)=[C:30]([C:32]3[CH:37]=[CH:36][CH:35]=[C:34]([O:38][CH3:39])[CH:33]=3)[CH:31]=2)([C:18]2[CH:23]=[CH:22][C:21]([O:24][CH3:25])=[CH:20][CH:19]=2)[N:10]=1)=[O:7])([CH3:4])([CH3:3])[CH3:2].P([O-])([O-])([O-])=O.[K+].[K+].[K+].COC1C=C(B(O)O)C=CC=1.COCCOC.O.C(O)C>Cl[Pd](Cl)([P](C1C=CC=CC=1)(C1C=CC=CC=1)C1C=CC=CC=1)[P](C1C=CC=CC=1)(C1C=CC=CC=1)C1C=CC=CC=1.C(OCC)(=O)C>[C:1]([O:5][C:6](=[O:7])[NH:8][C:9]1[C:17]2[C:12](=[CH:13][CH:14]=[CH:15][CH:16]=2)[C:11]([C:26]2[CH:31]=[C:30]([C:32]3[CH:37]=[CH:36][CH:35]=[C:34]([O:38][CH3:39])[CH:33]=3)[C:29]([OH:40])=[CH:28][CH:27]=2)([C:18]2[CH:19]=[CH:20][C:21]([O:24][CH3:25])=[CH:22][CH:23]=2)[N:10]=1)([CH3:4])([CH3:3])[CH3:2] |f:1.2.3.4,6.7.8,^1:79,98|. Procedure details: To [3-(3-bromo-4-hydroxy-phenyl)-3-(4-methoxy-phenyl)-3H-isoindol-1-yl]-carbamic acid tert-butyl ester (Scheme #2, E) (364 mg, 0.72 mmol) was added potassium phosphate (303 mg, 1.43 mmol), 3-methoxyphenylboronic acid (163 mg, 1.07 mmol), dichlorobis(triphenylphosphine)palladium(II) (50 mg, 0.072 mmol), and 1,2-dimethoxyethane: water:ethanol (7:3:2, 20 mL). The reaction was placed in a hot bath and heated to reflux. After 10 minutes additional 3-methoxyphenylboronic acid (60 mg) and dichlorobis(t... The reactants are C(C)(=O)N1CCN(CC1)CCOC1=CC(=C2C(=NC=NC2=C1)Cl)OC(C)C (7-[2-(4-acetylpiperazin-1-yl)ethoxy]-4-chloro-5-isopropoxyquinazoline), NC1=C2C(=NC=C1)OCO2 (4-amino-2,3-methylenedioxypyridine). The product is C(C)(=O)N1CCN(CC1)CCOC1=CC(=C2C(=NC=NC2=C1)NC1=C2C(=NC=C1)OCO2)OC(C)C (7-[2-(4-acetylpiperazin-1-yl)ethoxy]-4-(2,3-methylenedioxypyrid-4-ylamino)-5-isopropoxyquinazoline). Yield: 55.0%. As a reaction SMILES: [C:1]([N:4]1[CH2:9][CH2:8][N:7]([CH2:10][CH2:11][O:12][C:13]2[CH:22]=[C:21]3[C:16]([C:17](Cl)=[N:18][CH:19]=[N:20]3)=[C:15]([O:24][CH:25]([CH3:27])[CH3:26])[CH:14]=2)[CH2:6][CH2:5]1)(=[O:3])[CH3:2].[NH2:28][C:29]1[CH:34]=[CH:33][N:32]=[C:31]2[O:35][CH2:36][O:37][C:30]=12>>[C:1]([N:4]1[CH2:9][CH2:8][N:7]([CH2:10][CH2:11][O:12][C:13]2[CH:22]=[C:21]3[C:16]([C:17]([NH:28][C:29]4[CH:34]=[CH:33][N:32]=[C:31]5[O:35][CH2:36][O:37][C:30]=45)=[N:18][CH:19]=[N:20]3)=[C:15]([O:24][CH:25]([CH3:27])[CH3:26])[CH:14]=2)[CH2:6][CH2:5]1)(=[O:3])[CH3:2]. Procedure details: Using an analogous procedure to that described in Example 16, 7-[2-(4-acetylpiperazin-1-yl)ethoxy]-4-chloro-5-isopropoxyquinazoline was reacted with 4-amino-2,3-methylenedioxypyridine to give the title compound in 55% yield; NMR Spectrum: (CDCl3) 1.55 (s, 3H), 1.56 (s, 3H), 2.1 (s, 3H), 2.59 (m, 4H), 2.89 (m, 2H), 3.51 (m, 2H), 3.67 (m, 2H), 4.24 (m, 2H), 4.85 (m, 1H), 6.13 (s, 2H), 6.57 (s, 1H), 6.85 (s, 1H), 7.71 (d, 1H), 8.41 (d, 1H), 8.66 (s, 1H); Mass Spectrum: M+H+ 495.